Dataset: the Open Reaction Database (ORD), a public repository of structured organic reaction records. Task: describe an organic reaction: reactants, conditions, products, and yield The product is O(C1=CC=CC=C1)CC1=NC2C(N(C2S1)C(C(=O)OCC1=CC=C(C=C1)[N+](=O)[O-])=C(C)N1CCOCC1)=O (p-Nitrobenzyl α-(3-phenoxymethyl-7-oxo-4-thia-2,6-diazabicyclo[3,2,0]hept-2-en-6-yl)-α-(1-morpholinoethylidene)acetate). Reaction SMILES: P(O[C:18]([CH3:49])=[C:19]([N:33]1[C:39](=[O:40])[CH:38]2[CH:34]1[S:35][C:36]([CH2:41][O:42][C:43]1[CH:48]=[CH:47][CH:46]=[CH:45][CH:44]=1)=[N:37]2)[C:20]([O:22][CH2:23][C:24]1[CH:29]=[CH:28][C:27]([N+:30]([O-:32])=[O:31])=[CH:26][CH:25]=1)=[O:21])(OC1C=CC=CC=1)(OC1C=CC=CC=1)=O.[NH:50]1[CH2:55][CH2:54][O:53][CH2:52][CH2:51]1.O>C(OCC)(=O)C>[O:42]([CH2:41][C:36]1[S:35][CH:34]2[CH:38]([C:39](=[O:40])[N:33]2[C:19](=[C:18]([N:50]2[CH2:55][CH2:54][O:53][CH2:52][CH2:51]2)[CH3:49])[C:20]([O:22][CH2:23][C:24]2[CH:29]=[CH:28][C:27]([N+:30]([O-:32])=[O:31])=[CH:26][CH:25]=2)=[O:21])[N:37]=1)[C:43]1[CH:44]=[CH:45][CH:46]=[CH:47][CH:48]=1. The solvent is C(C)(=O)OCC (ethyl acetate). Starting materials: P(=O)(OC1=CC=CC=C1)(OC1=CC=CC=C1)OC(=C(C(=O)OCC1=CC=C(C=C1)[N+](=O)[O-])N1C2SC(=NC2C1=O)COC1=CC=CC=C1)C (diphenyl 1-(3-phenoxymethyl-7-oxo-4-thia-2,6-diazabicyclo[3,2,0]hept-2-en-6-yl)-1-(p-nitrobenzyloxycarbonyl)-prop-1-en-2-yl phosphate), N1CCOCC1 (morpholine), O (Water). Conditions: time 2 hour. Procedure: To a solution of diphenyl 1-(3-phenoxymethyl-7-oxo-4-thia-2,6-diazabicyclo[3,2,0]hept-2-en-6-yl)-1-(p-nitrobenzyloxycarbonyl)-prop-1-en-2-yl phosphate (7.02 g) in ethyl acetate (70 ml) at 0°-5° C. was added morpholine (1.83 ml) dropwise and the reaction mixture stirred at this temperature for 2 hours. Water (30 ml) was added and the organic layer was separated, washed with water (30 ml) and saturated sodium chloride solution (30 ml), dried with magnesium sulphate, filtered and evaporated to give... Reactants: BrC=1C(=CC2=C(C=3N(CCO2)C=C(N3)C(=O)N)C1)F (10-bromo-9-fluoro-5,6-dihydrobenzo[f]imidazo[1,2-d][1,4]oxazepine-2-carboxamide), C(#C)C1(C(N(CCC1)C)=O)O (3-ethynyl-3-hydroxy-1-methylpiperidin-2-one), C(#C)C1(C(N(CCC1)C)=O)O (3-ethynyl-3-hydroxy-1-methylpiperidin-2-one). The product is FC1=CC2=C(C=3N(CCO2)C=C(N3)C(=O)N)C=C1C#CC1(C(N(CCC1)C)=O)O ((±)-9-fluoro-10-((3-hydroxy-1-methyl-2-oxopiperidin-3-yl)ethynyl)-5,6-dihydrobenzo[f]imidazo[1,2-d][1,4]oxazepine-2-carboxamide). Isolated yield 16.0%. Reaction SMILES: Br[C:2]1[C:3]([F:19])=[CH:4][C:5]2[O:11][CH2:10][CH2:9][N:8]3[CH:12]=[C:13]([C:15]([NH2:17])=[O:16])[N:14]=[C:7]3[C:6]=2[CH:18]=1.[C:20]([C:22]1([OH:30])[CH2:27][CH2:26][CH2:25][N:24]([CH3:28])[C:23]1=[O:29])#[CH:21]>>[F:19][C:3]1[C:2]([C:21]#[C:20][C:22]2([OH:30])[CH2:27][CH2:26][CH2:25][N:24]([CH3:28])[C:23]2=[O:29])=[CH:18][C:6]2[C:7]3[N:8]([CH:12]=[C:13]([C:15]([NH2:17])=[O:16])[N:14]=3)[CH2:9][CH2:10][O:11][C:5]=2[CH:4]=1. Procedure details: Similar to as described in General Procedure G, 10-bromo-9-fluoro-5,6-dihydrobenzo[f]imidazo[1,2-d][1,4]oxazepine-2-carboxamide was reacted with 3-ethynyl-3-hydroxy-1-methylpiperidin-2-one (US2012/214762A 1) to give the titled compound as a white solid (20 mg, 16%). Starting materials: CN, CO, CC(C)c1csc(C2CO2)c1. Yields the product CNCC(O)c1cc(C(C)C)cs1. RXN SMILES: [CH3:12][NH2:13].[CH3:14][OH:15].[CH:1]([CH3:2])([CH3:3])[c:4]1[cH:5][c:6]([CH:9]2[O:10][CH2:11]2)[s:7][cH:8]1>>[CH:1]([CH3:2])([CH3:3])[c:4]1[cH:5][c:6]([CH:9]([OH:10])[CH2:11][NH:13][CH3:12])[s:7][cH:8]1. Starting materials: O=C([O-])O, CC#N, CCOC(C)=O, O=C(CCl)c1c[nH]c2ccccc12, [K+], O=C1C(Cc2c[nH]c3ccccc23)NCCN1CC(c1ccccc1)c1ccccc1. The product is O=C(CN1CCN(CC(c2ccccc2)c2ccccc2)C(=O)C1Cc1c[nH]c2ccccc12)c1c[nH]c2ccccc12. RXN SMILES: [C:45](=[O:46])([OH:47])[O-:48].[CH3:50][C:51]#[N:52].[CH3:53][CH2:54][O:55][C:56](=[O:57])[CH3:58].[Cl:32][CH2:33][C:34](=[O:35])[c:36]1[cH:37][nH:38][c:39]2[cH:40][cH:41][cH:42][cH:43][c:44]12.[K+:49].[nH:1]1[cH:2][c:3]([CH2:10][CH:11]2[C:12](=[O:31])[N:13]([CH2:17][CH:18]([c:19]3[cH:20][cH:21][cH:22][cH:23][cH:24]3)[c:25]3[cH:26][cH:27][cH:28][cH:29][cH:30]3)[CH2:14][CH2:15][NH:16]2)[c:4]2[cH:5][cH:6][cH:7][cH:8][c:9]12>>[nH:1]1[cH:2][c:3]([CH2:10][CH:11]2[C:12](=[O:31])[N:13]([CH2:17][CH:18]([c:19]3[cH:20][cH:21][cH:22][cH:23][cH:24]3)[c:25]3[cH:26][cH:27][cH:28][cH:29][cH:30]3)[CH2:14][CH2:15][N:16]2[CH2:33][C:34](=[O:35])[c:36]2[cH:37][nH:38][c:39]3[cH:40][cH:41][cH:42][cH:43][c:44]23)[c:4]2[cH:5][cH:6][cH:7][cH:8][c:9]12. Reactants: NC1=C(C=C(C=C1)C1=C(C=CC(=C1)C)S(=O)C1=C(C=C(C=C1)C)C1=CC(=C(C=C1)N)[N+](=O)[O-])[N+](=O)[O-] ((4-amino-3-nitrophenyl)-4-methylphenyl sulfoxide), C1(=CC=CC=C1)S(=O)C1=CC(=C(C=C1)N(C)C)[N+](=O)[O-] (phenyl-(4-dimethylamino-3-nitrophenyl) sulfoxide). Product: C1(=CC=CC=C1)S(=O)C1=CC(=C(C=C1)N(C)C)N (Phenyl-(3-amino-4-dimethylaminophenyl) sulfoxide). Yield: 90.0%. Reaction SMILES: NC1C=CC(C2C=C(C)C=CC=2S(C2C=CC(C)=CC=2C2C=CC(N)=C([N+]([O-])=O)C=2)=O)=CC=1[N+]([O-])=O.[C:37]1([S:43]([C:45]2[CH:50]=[CH:49][C:48]([N:51]([CH3:53])[CH3:52])=[C:47]([N+:54]([O-])=O)[CH:46]=2)=[O:44])[CH:42]=[CH:41][CH:40]=[CH:39][CH:38]=1>>[C:37]1([S:43]([C:45]2[CH:50]=[CH:49][C:48]([N:51]([CH3:52])[CH3:53])=[C:47]([NH2:54])[CH:46]=2)=[O:44])[CH:42]=[CH:41][CH:40]=[CH:39][CH:38]=1. Reported procedure: Following the procedure described in Example 2 but using as a starting material instead of (4-amino-3-nitrophenyl)-4-methylphenyl sulfoxide a corresponding amount of phenyl-(4-dimethylamino-3-nitrophenyl) sulfoxide, the title compound is obtained. Starting materials: BrC=1C(=NC=C(C1)Cl)OC (3-bromo-5-chloro-2-methoxypyridine), CC1=NC=CC(=N1)N (2-methylpyrimidin-4-amine), CC1(C2=C(C(=CC=C2)P(C3=CC=CC=C3)C4=CC=CC=C4)OC5=C(C=CC=C51)P(C6=CC=CC=C6)C7=CC=CC=C7)C (XantPhos), C([O-])([O-])=O.[Cs+].[Cs+] (cesium carbonate). The reagents and catalysts are C=1C=CC(=CC1)/C=C/C(=O)/C=C/C2=CC=CC=C2.C=1C=CC(=CC1)/C=C/C(=O)/C=C/C2=CC=CC=C2.C=1C=CC(=CC1)/C=C/C(=O)/C=C/C2=CC=CC=C2.[Pd].[Pd] (Pd2(dba)3). Run in O1CCOCC1 (1,4-dioxane). Conditions: temperature 100 celsius. The product is ClC=1C=C(C(=NC1)OC)NC1=NC(=NC=C1)C (N-(5-Chloro-2-methoxypyridin-3-yl)-2-methylpyrimidin-4-amine). The yield is 73.8%. Reaction SMILES: Br[C:2]1[C:3]([O:9][CH3:10])=[N:4][CH:5]=[C:6]([Cl:8])[CH:7]=1.[CH3:11][C:12]1[N:17]=[C:16]([NH2:18])[CH:15]=[CH:14][N:13]=1.CC1(C)C2C(=C(P(C3C=CC=CC=3)C3C=CC=CC=3)C=CC=2)OC2C(P(C3C=CC=CC=3)C3C=CC=CC=3)=CC=CC1=2.C(=O)([O-])[O-].[Cs+].[Cs+]>C1C=CC(/C=C/C(/C=C/C2C=CC=CC=2)=O)=CC=1.C1C=CC(/C=C/C(/C=C/C2C=CC=CC=2)=O)=CC=1.C1C=CC(/C=C/C(/C=C/C2C=CC=CC=2)=O)=CC=1.[Pd].[Pd].O1CCOCC1>[Cl:8][C:6]1[CH:7]=[C:2]([NH:18][C:16]2[CH:15]=[CH:14][N:13]=[C:12]([CH3:11])[N:17]=2)[C:3]([O:9][CH3:10])=[N:4][CH:5]=1 |f:3.4.5,6.7.8.9.10|. Procedure details: A 100-mL single-neck round-bottomed flask equipped with a magnetic stirrer and a reflux condenser was charged with 1,4-dioxane (30 mL), 3-bromo-5-chloro-2-methoxypyridine (865 mg, 3.9 mmol), 2-methylpyrimidin-4-amine (327 mg, 3.0 mmol), Pd2(dba)3 (275 mg, 0.30 mmol), XantPhos (173.4 mg, 0.30 mmol), and cesium carbonate (1.96 g, 6.0 mmol). After three cycles of vacuum/argon flush, the mixture was heated at 100° C. for 5 h. After this time the reaction was cooled to room temperature. It was then f... Starting materials: [N+](=O)([O-])C=1N=CNC1 (4-nitroimidazole), COC(C=CC)=O (methyl-3-methylacrylate). Product: COC(CC(C)N1C=NC(=C1)[N+](=O)[O-])=O (3-(4-Nitro-imidazol-1-yl)-butyric acid methyl ester). Reaction SMILES: [N+:1]([C:4]1[N:5]=[CH:6][NH:7][CH:8]=1)([O-:3])=[O:2].[CH3:9][O:10][C:11](=[O:15])[CH:12]=[CH:13][CH3:14]>>[CH3:9][O:10][C:11](=[O:15])[CH2:12][CH:13]([N:7]1[CH:8]=[C:4]([N+:1]([O-:3])=[O:2])[N:5]=[CH:6]1)[CH3:14]. Procedure: 4-nitroimidazole was reacted with methyl-3-methylacrylate to provide the title compound: 1H NMR (400 MHz, CDCl3) 1.62 (d, 3H, J=7.0 Hz), 2.81 (d, 2H, J=7.0 Hz), 3.66 (s, 3H), 4.78 (m, 1H), 7.53 (d, 1H, J=1.6 Hz), 7.82 (d, 1H, J=1.6 Hz); MS m/z 214.1 (M+1). Reactants: ClC1=C(C=CC(=C1)Cl)C=1N=C2N(CCCC2)C1 (2-(2,4-dichlorophenyl)-5,6,7,8-tetrahydroimidazo[1,2-a]pyridine), ClN1C(CCC1=O)=O (N-chlorosuccinimide), O (water), CCCCCC.C(C)(=O)OCC (hexane ethyl acetate), C(C)(=O)OCC.CCCCCC (ethyl acetate hexane). Run in CN(C=O)C (dimethylformamide). Conditions: temperature 70 celsius. Product: ClC1=C(N=C2N1CCCC2)C2=C(C=C(C=C2)Cl)Cl (3-chloro-2-(2,4-dichlorophenyl)-5,6,7,8-tetrahydroimidazo[1,2-a]pyridine). RXN SMILES: [Cl:1][C:2]1[CH:7]=[C:6]([Cl:8])[CH:5]=[CH:4][C:3]=1[C:9]1[N:10]=[C:11]2[CH2:16][CH2:15][CH2:14][CH2:13][N:12]2[CH:17]=1.[Cl:18]N1C(=O)CCC1=O.O.CCCCCC.C(OCC)(=O)C>CN(C)C=O>[Cl:18][C:17]1[N:12]2[CH2:13][CH2:14][CH2:15][CH2:16][C:11]2=[N:10][C:9]=1[C:3]1[CH:4]=[CH:5][C:6]([Cl:8])=[CH:7][C:2]=1[Cl:1] |f:3.4|. Procedure details: A mixture of 1.0 g (3.7 mmol) of 2-(2,4-dichlorophenyl)-5,6,7,8-tetrahydroimidazo[1,2-a]pyridine and 0.6 g (4.5 mmol) of N-chlorosuccinimide was stirred in 15 ml of dimethylformamide at room temperature overnight followed by heating at 70° C. for 20 minutes. An excess of water was added and the aqueous mixture extracted with 200 ml of ethyl acetate. The separated organic layer layer was washed with water, saturated aqueous sodium bicarbonate, and brine. After drying over magnesium sulfate, the s...